The task is: describe an organic reaction: reactants, conditions, products, and yield. This data is from the Open Reaction Database (ORD), a public repository of structured organic reaction records. The reactants are N[C@@H](CC(=O)N1CC=2N(CC1)C(=NC2C(=O)O)C(F)(F)F)CC2=C(C=C(C(=C2)F)F)F ((R)-7-[3-amino-4-(2,4,5-trifluorophenyl)butanoyl]-3-trifluoromethyl-5,6,7,8-tetrahydro-imidazo[1,5-a]pyrazine-1-carboxylic acid), [OH-].[Na+] (sodium hydroxide). Solvent: CO (methanol). Reaction conditions: time 15 minute. The product is N[C@@H](CC(=O)N1CC=2N(CC1)C(=NC2C(=O)[O-])C(F)(F)F)CC2=C(C=C(C(=C2)F)F)F.[Na+] (sodium (R)-7-[3-amino-4-(2,4,5-trifluorophenyl)butanoyl]-3-trifluoromethyl-5,6,7,8-tetrahydro-imidazo[1,5-a]pyrazine-1-carboxylate). Yield: 100.1%. Reaction SMILES: [NH2:1][C@H:2]([CH2:22][C:23]1[CH:28]=[C:27]([F:29])[C:26]([F:30])=[CH:25][C:24]=1[F:31])[CH2:3][C:4]([N:6]1[CH2:11][CH2:10][N:9]2[C:12]([C:18]([F:21])([F:20])[F:19])=[N:13][C:14]([C:15]([OH:17])=[O:16])=[C:8]2[CH2:7]1)=[O:5].[OH-].[Na+:33]>CO>[NH2:1][C@H:2]([CH2:22][C:23]1[CH:28]=[C:27]([F:29])[C:26]([F:30])=[CH:25][C:24]=1[F:31])[CH2:3][C:4]([N:6]1[CH2:11][CH2:10][N:9]2[C:12]([C:18]([F:21])([F:19])[F:20])=[N:13][C:14]([C:15]([O-:17])=[O:16])=[C:8]2[CH2:7]1)=[O:5].[Na+:33] |f:1.2,4.5|. Procedure details: (R)-7-[3-Amino-4-(2,4,5-trifluorophenyl)butanoyl]-3-trifluoromethyl-5,6,7,8-tetrahydro-imidazo[1,5-a]pyrazine-1-carboxylic acid 3 (100 mg, 0.22 mmol) was dissolved in 5 mL of methanol followed by addition of aqueous sodium hydroxide (0.44 mL, 0.22 mmol). The reaction was stirred for 15 minutes. The reaction mixture was concentrated under reduced pressure to obtain the title compound sodium (R)-7-[3-amino-4-(2,4,5-trifluorophenyl)butanoyl]-3-trifluoromethyl-5,6,7,8-tetrahydro-imidazo[1,5-a]pyrazi... The reactants are CO (methanol), C(C)(C)(C)C1C(NCCCCC=CCCCC(C(N1)=O)CN(C=O)OCC1=CC=CC=C1)=O (N-(3-tert-Butyl-2,5-dioxo-1,4-diaza-cyclopentadec-10-en-6-ylmethyl)-N-benzyloxy-formamide), [H][H] (hydrogen). The reagents and catalysts are [Pd] (Pd/C). The solvent is C(C)(=O)OCC (ethyl acetate). The product is C(C)(C)(C)C1C(NCCCCCCCCCC(C(N1)=O)CN(C=O)O)=O (N-(3-tert-Butyl-2,5-dioxo-1,4-diaza-cyclopentadec-6-ylmethyl)-N-hydroxy-formamide). RXN SMILES: [C:1]([CH:5]1[NH:19][C:18](=[O:20])[CH:17]([CH2:21][N:22]([O:25]CC2C=CC=CC=2)[CH:23]=[O:24])[CH2:16][CH2:15][CH2:14][CH:13]=[CH:12][CH2:11][CH2:10][CH2:9][CH2:8][NH:7][C:6]1=[O:33])([CH3:4])([CH3:3])[CH3:2].CO.[H][H]>C(OCC)(=O)C.[Pd]>[C:1]([CH:5]1[NH:19][C:18](=[O:20])[CH:17]([CH2:21][N:22]([OH:25])[CH:23]=[O:24])[CH2:16][CH2:15][CH2:14][CH2:13][CH2:12][CH2:11][CH2:10][CH2:9][CH2:8][NH:7][C:6]1=[O:33])([CH3:4])([CH3:2])[CH3:3]. Reported procedure: The cyclic compound 14 (50.0 mg) was dissolved in ethyl acetate and methanol (1:1, 10 mL) and 20 mg of 10% Pd/C as added. The mixture was exposed to 1 atm of hydrogen until all the starting material was consumed. The charcoal was removed by filtration and the filtrate was concentrated to give the desired compound quantitatively. 1H NMR (250 MHz, CDCl3) δ 9.39 (brs, 1H), 8.37 (brs, 0.27H), 7.86 (brs, 0.73H), 7.40 (d, J=8.7 Hz, 0.27H), 6.94 (brs, 1H), 6.57 (brs, 0.73H), 4.33 (m, 1H), 3.81 (m, 2H),... Starting materials: O(C1=CC=CC=C1)CC(=O)NC1C(N(C1SC(=O)OCC(Cl)(Cl)Cl)C(C(=O)OCC1=CC=CC=C1)NC=O)=O (benzyl 2-[3-phenoxyacetamido-4-(2,2,2-trichloroethoxycarbonylthio)-2-oxo-1-azetidinyl]-2-formamidoacetate), N1=C(C=CC=C1C)C (2,6-lutidine), P(=O)(Cl)(Cl)Cl (phosphorus oxychloride). Solvent: C1=CC=CC=C1 (benzene), C(C)(=O)OCC (ethyl acetate), C(Cl)Cl (methylene chloride). Conditions: time 4.8 hour. Product: O(C1=CC=CC=C1)CC(=O)NC1C(N(C1SC(=O)OCC(Cl)(Cl)Cl)C(C(=O)OCC1=CC=CC=C1)[N+]#[C-])=O (benzyl 2-[3-phenoxyacetamido-4-(2,2,2-trichloroethoxycarbonylthio)-2-oxo-1 -azetidinyl]-2-isocyanoacetate). RXN SMILES: [O:1]([CH2:8][C:9]([NH:11][CH:12]1[CH:15]([S:16][C:17]([O:19][CH2:20][C:21]([Cl:24])([Cl:23])[Cl:22])=[O:18])[N:14]([CH:25]([NH:36][CH:37]=O)[C:26]([O:28][CH2:29][C:30]2[CH:35]=[CH:34][CH:33]=[CH:32][CH:31]=2)=[O:27])[C:13]1=[O:39])=[O:10])[C:2]1[CH:7]=[CH:6][CH:5]=[CH:4][CH:3]=1.N1C(C)=CC=CC=1C.P(Cl)(Cl)(Cl)=O>C(Cl)Cl.C1C=CC=CC=1.C(OCC)(=O)C>[O:1]([CH2:8][C:9]([NH:11][CH:12]1[CH:15]([S:16][C:17]([O:19][CH2:20][C:21]([Cl:24])([Cl:23])[Cl:22])=[O:18])[N:14]([CH:25]([N+:36]#[C-:37])[C:26]([O:28][CH2:29][C:30]2[CH:35]=[CH:34][CH:33]=[CH:32][CH:31]=2)=[O:27])[C:13]1=[O:39])=[O:10])[C:2]1[CH:3]=[CH:4][CH:5]=[CH:6][CH:7]=1. Procedure: To a solution of benzyl 2-[3-phenoxyacetamido-4-(2,2,2-trichloroethoxycarbonylthio)-2-oxo-1-azetidinyl]-2-formamidoacetate (2.70 g.) and 2,6-lutidine (11.4 ml.) in methylene chloride (16 ml.) was added dropwise phosphorus oxychloride (1.12 ml.) at 0° C. After stirring at the same temperature for 4.8 hours, the mixture was diluted with a mixture of benzene and ethyl acetate (120 ml.) (6:4 by volume), and washed successively with a chilled dilute aqueous solution of sodium chloride, a mixture of 1... Reactants: CCO, CCOC(=O)N1Cc2sc3ncnc(Nc4ccc(F)c(Cl)c4)c3c2C1, [K+], [OH-], O. Product: Fc1ccc(Nc2ncnc3sc4c(c23)CNC4)cc1Cl. RXN SMILES: [CH3:30][CH2:31][OH:32].[Cl:1][c:2]1[cH:3][c:4]([NH:9][c:10]2[c:11]3[c:12]([n:13][cH:14][n:15]2)[s:16][c:17]2[c:18]3[CH2:19][N:20]([C:22]([O:23][CH2:24][CH3:25])=[O:26])[CH2:21]2)[cH:5][cH:6][c:7]1[F:8].[K+:28].[OH-:27].[OH2:29]>>[Cl:1][c:2]1[cH:3][c:4]([NH:9][c:10]2[c:11]3[c:12]([n:13][cH:14][n:15]2)[s:16][c:17]2[c:18]3[CH2:19][NH:20][CH2:21]2)[cH:5][cH:6][c:7]1[F:8]. Starting materials: FC(C(=O)O)(F)F (trifluoroacetic acid), C(C1=CC=CC=C1)(=O)NC1=C(C(=O)OC(C)(C)C)C=CC(=C1)C1=CC=C(C=C1)OC1=CC=CC=C1 (tert-butyl 2-(benzamido)-4-(4-phenoxyphenyl)benzoate). Conditions: time 3 hour. The product is C(C1=CC=CC=C1)(=O)NC1=C(C(=O)O)C=CC(=C1)C1=CC=C(C=C1)OC1=CC=CC=C1 (2-(benzamido)-4-(4-phenoxyphenyl)benzoic acid). Reaction SMILES: FC(F)(F)C(O)=O.[C:8]([NH:16][C:17]1[CH:29]=[C:28]([C:30]2[CH:35]=[CH:34][C:33]([O:36][C:37]3[CH:42]=[CH:41][CH:40]=[CH:39][CH:38]=3)=[CH:32][CH:31]=2)[CH:27]=[CH:26][C:18]=1[C:19]([O:21]C(C)(C)C)=[O:20])(=[O:15])[C:9]1[CH:14]=[CH:13][CH:12]=[CH:11][CH:10]=1>>[C:8]([NH:16][C:17]1[CH:29]=[C:28]([C:30]2[CH:35]=[CH:34][C:33]([O:36][C:37]3[CH:42]=[CH:41][CH:40]=[CH:39][CH:38]=3)=[CH:32][CH:31]=2)[CH:27]=[CH:26][C:18]=1[C:19]([OH:21])=[O:20])(=[O:15])[C:9]1[CH:10]=[CH:11][CH:12]=[CH:13][CH:14]=1. Procedure: 5.0 mL of trifluoroacetic acid was added to the obtained tert-butyl 2-(benzamido)-4-(4-phenoxyphenyl)benzoate and stirred at room temperature for 3 hours. The solvent was evaporated under reduced pressure, and the obtained residue was purified with silica gel column chromatography [PSQ100B (spherical) manufactured by Fuji Silysia Chemical Ltd., eluent; hexane:ethyl acetate=1:2] to obtain 8.0 mg of 2-(benzamido)-4-(4-phenoxyphenyl)benzoic acid as white solid.